From a dataset of the Open Reaction Database (ORD), a public repository of structured organic reaction records. describe an organic reaction: reactants, conditions, products, and yield Procedure: C-[5-(1-Methyl-1H-indol-2-yl)-pyridin-3-yl]-methylamine (Example 200b) and isopropylsulfonyl chloride are processed according to the method described in Example 186f to give N-[5-(1-methyl-1H-indol-2-yl)-pyridin-3-ylmethyl]-isopropylsulfonamide. 1H NMR (400 MHz, MeOD) δ ppm 1.40 (d, J=6.82 Hz, 6H), 3.23-3.32 (m, 1H), 3.83 (s, 3H), 4.45 (s, 2H), 6.70 (s, 1H), 7.09-7.17 (m, 1H), 7.27 (ddd, J=7.6, 1.14 Hz, 1H), 7.48 (d, J=8.3 Hz, 1H), 7.63 (d, J=8.1 Hz, 1H), 8.11 (t, J=2.1 Hz, 1H), 8.61 (d, J=2.0 H... Starting materials: CN1C(=CC2=CC=CC=C12)C=1C=C(C=NC1)CN (C-[5-(1-Methyl-1H-indol-2-yl)-pyridin-3-yl]-methylamine), C(C)(C)S(=O)(=O)Cl (isopropylsulfonyl chloride). As a reaction SMILES: [CH3:1][N:2]1[C:10]2[C:5](=[CH:6][CH:7]=[CH:8][CH:9]=2)[CH:4]=[C:3]1[C:11]1[CH:12]=[C:13]([CH2:17][NH2:18])[CH:14]=[N:15][CH:16]=1.[CH:19]([S:22](Cl)(=[O:24])=[O:23])([CH3:21])[CH3:20]>>[CH3:1][N:2]1[C:10]2[C:5](=[CH:6][CH:7]=[CH:8][CH:9]=2)[CH:4]=[C:3]1[C:11]1[CH:12]=[C:13]([CH2:17][NH:18][S:22]([CH:19]([CH3:21])[CH3:20])(=[O:24])=[O:23])[CH:14]=[N:15][CH:16]=1. Yields the product CN1C(=CC2=CC=CC=C12)C=1C=C(C=NC1)CNS(=O)(=O)C(C)C (N-[5-(1-methyl-1H-indol-2-yl)-pyridin-3-ylmethyl]-isopropylsulfonamide).